From a dataset of the Open Reaction Database (ORD), a public repository of structured organic reaction records. describe an organic reaction: reactants, conditions, products, and yield Starting materials: O=C([O-])O, COCC(C)O, ClCCl, [Na+], CCOC(=O)N=NC(=O)OCC, O=[N+]([O-])c1cccc(O)c1, c1ccc(P(c2ccccc2)c2ccccc2)cc1. Product: COCC(C)Oc1cccc([N+](=O)[O-])c1. Reaction SMILES: [C:48](=[O:49])([O-:50])[OH:51].[CH3:23][O:24][CH2:25][CH:26]([CH3:27])[OH:28].[Cl:53][CH2:54][Cl:55].[Na+:52].[O:1]=[C:2]([O:3][CH2:4][CH3:5])[N:6]=[N:7][C:8]([O:9][CH2:10][CH3:11])=[O:12].[OH:13][c:14]1[cH:15][cH:16][cH:17][c:18]([N+:20]([O-:21])=[O:22])[cH:19]1.[c:29]1([P:30]([c:31]2[cH:32][cH:33][cH:34][cH:35][cH:36]2)[c:37]2[cH:38][cH:39][cH:40][cH:41][cH:42]2)[cH:43][cH:44][cH:45][cH:46][cH:47]1>>[O:13]([c:14]1[cH:15][cH:16][cH:17][c:18]([N+:20]([O-:21])=[O:22])[cH:19]1)[CH:26]([CH2:25][O:24][CH3:23])[CH3:27].